Dataset: the Open Reaction Database (ORD), a public repository of structured organic reaction records. Task: describe an organic reaction: reactants, conditions, products, and yield Reactants: [Al+3], CCOCC, CCOC(C)=O, COc1cc2c(cc1N)N(C(=O)CN(C)C)CC2, [H-], [H-], [H-], [H-], [Li+], C1CCOC1, O. Product: COc1cc2c(cc1N)N(CCN(C)C)CC2. RXN SMILES: [Al+3:2].[CH3:31][CH2:32][O:33][CH2:34][CH3:35].[CH3:36][CH2:37][O:38][C:39](=[O:40])[CH3:41].[CH3:7][N:8]([CH3:9])[CH2:10][C:11](=[O:12])[N:13]1[CH2:14][CH2:15][c:16]2[cH:17][c:18]([O:23][CH3:24])[c:19]([NH2:22])[cH:20][c:21]21.[H-:1].[H-:4].[H-:5].[H-:6].[Li+:3].[O:25]1[CH2:26][CH2:27][CH2:28][CH2:29]1.[OH2:30]>>[CH3:7][N:8]([CH3:9])[CH2:10][CH2:11][N:13]1[CH2:14][CH2:15][c:16]2[cH:17][c:18]([O:23][CH3:24])[c:19]([NH2:22])[cH:20][c:21]21.